From a dataset of the Open Reaction Database (ORD), a public repository of structured organic reaction records. describe an organic reaction: reactants, conditions, products, and yield Starting materials: FC1=CC(=C(C#N)C=C1)N1S(N(C(C1)(C)C)C)(=O)=O (4-fluoro-2-(4,4,5-trimethyl-1,1-dioxido-1,2,5-thiadiazolidin-2-yl)benzonitrile), Cl (HCl). The reagents and catalysts are [Pd] (palladium on carbon). The solvent is C(Cl)Cl (CH2Cl2), C(C)(=O)OCC (ethyl acetate), C(C)O (ethanol). Run at time 22 hour. The product is FC1=CC(=C(C=C1)CN)N1S(N(C(C1)(C)C)C)(=O)=O (1-(4-Fluoro-2-(4,4,5-trimethyl-1,1-dioxido-1,2,5-thiadiazolidin-2-yl)phenyl)methanamine). As a reaction SMILES: [F:1][C:2]1[CH:9]=[CH:8][C:5]([C:6]#[N:7])=[C:4]([N:10]2[CH2:14][C:13]([CH3:16])([CH3:15])[N:12]([CH3:17])[S:11]2(=[O:19])=[O:18])[CH:3]=1.Cl>C(Cl)Cl.C(OCC)(=O)C.C(O)C.[Pd]>[F:1][C:2]1[CH:9]=[CH:8][C:5]([CH2:6][NH2:7])=[C:4]([N:10]2[CH2:14][C:13]([CH3:16])([CH3:15])[N:12]([CH3:17])[S:11]2(=[O:19])=[O:18])[CH:3]=1. Procedure: To a solution of 4-fluoro-2-(4,4,5-trimethyl-1,1-dioxido-1,2,5-thiadiazolidin-2-yl)benzonitrile (3.34 g, 11.8 mmol) in CH2Cl2 (30 mL), ethyl acetate (30.0 mL) and ethanol (30.0 mL) was added 1N HCl (12 mL) followed by 10% palladium on carbon (0.377 g, 3.54 mmol). The mixture was shaken under H2 at 50 psi for 22 h then filtered over CELITE® and concentrated. The solids were triturated with H2O and removed by filtration. The aqueous solution was washed with ethyl acetate and lyophilized to give th...